The task is: describe an organic reaction: reactants, conditions, products, and yield. This data is from the Open Reaction Database (ORD), a public repository of structured organic reaction records. Starting materials: IC1=C(C=C(C(=C1)[N+](=O)[O-])C(F)(F)F)NS(=O)(=O)C (N-(2-iodo-4-nitro-5-trifluoromethyl-phenyl)-methanesulfonamide), C(C)SCC(C#C)(C)OC (4-ethylsulfanyl-3-methoxy-3-methyl-but-1-yne). Yields the product C(C)SCC(C)(OC)C=1N(C2=CC(=C(C=C2C1)[N+](=O)[O-])C(F)(F)F)S(=O)(=O)C (2-(2-Ethylsulfanyl-1-methoxv-1-methyl-ethyl)-1-methanesulfonyl-5-nitro-6-trifluoromethyl-1H-indole). RXN SMILES: I[C:2]1[CH:7]=[C:6]([N+:8]([O-:10])=[O:9])[C:5]([C:11]([F:14])([F:13])[F:12])=[CH:4][C:3]=1[NH:15][S:16]([CH3:19])(=[O:18])=[O:17].[CH2:20]([S:22][CH2:23][C:24]([O:28][CH3:29])([CH3:27])[C:25]#[CH:26])[CH3:21]>>[CH2:20]([S:22][CH2:23][C:24]([C:25]1[N:15]([S:16]([CH3:19])(=[O:18])=[O:17])[C:3]2[C:2]([CH:26]=1)=[CH:7][C:6]([N+:8]([O-:10])=[O:9])=[C:5]([C:11]([F:14])([F:13])[F:12])[CH:4]=2)([O:28][CH3:29])[CH3:27])[CH3:21]. Procedure: This compound was prepared using the standard Sonagashira procedure as described in General Procedures Example C. The starting material was N-(2-iodo-4-nitro-5-trifluoromethyl-phenyl)-methanesulfonamide (0.34 g, 0.82 mmol) and 4-ethylsulfanyl-3-methoxy-3-methyl-but-1-yne (0.13 g, 0.82 mmol), reacted to yield the title compound as a yellow film. Reactants: C(C)(C)(C)OC(N(CC1=CC(=CC=C1)CC)CC(C(CC1=CC(=CC(=C1)O)F)NC(CNC(CCCCBr)=O)=O)O)=O ([3-[2-(5-Bromo-pentanoylamino)-acetylamino]-4-(3-fluoro-5-hydroxy-phenyl)-2-hydroxy-butyl]-(3-ethyl-benzyl)-carbamic acid tert-butyl ester), C(=O)([O-])[O-].[Cs+].[Cs+] (Cs2CO3), CN(C)C=O (DMF). Reaction conditions: time 8 hour. Product: C(C)C=1C=C(CNCC(O)C2NC(CNC(CCCCOC3=CC(=CC(C2)=C3)F)=O)=O)C=CC1 (12-[2-(3-Ethyl-benzylamino)-1-hydroxy-ethyl]-16-fluoro-2-oxa-8,11-diaza-bicyclo[12.3.1]octadeca-1(17),14(18),15-triene-7,10-dione). Yield: 25.0%. Reaction SMILES: C(OC(=O)[N:7]([CH2:17][CH:18]([OH:41])[CH:19]([NH:29]C(=O)CNC(=O)CCCCBr)[CH2:20][C:21]1[CH:26]=[C:25]([OH:27])[CH:24]=[C:23]([F:28])[CH:22]=1)[CH2:8][C:9]1[CH:14]=[CH:13][CH:12]=[C:11]([CH2:15][CH3:16])[CH:10]=1)(C)(C)C.[C:43]([O-:46])([O-])=O.[Cs+].[Cs+].[CH3:49][N:50]([CH:52]=[O:53])C>>[CH2:15]([C:11]1[CH:10]=[C:9]([CH:14]=[CH:13][CH:12]=1)[CH2:8][NH:7][CH2:17][CH:18]([CH:19]1[CH2:20][C:21]2=[CH:26][C:25](=[CH:24][C:23]([F:28])=[CH:22]2)[O:27][CH2:11][CH2:10][CH2:9][CH2:8][C:52](=[O:53])[NH:50][CH2:49][C:43](=[O:46])[NH:29]1)[OH:41])[CH3:16] |f:1.2.3|. Procedure details: To a solution of the product from Step 6 (78 mg, 0.12 mmol, 1.00 eq.) and anhydrous DMF (1 mL) is added Cs2CO3 (flame-dried, 78 mg, 0.24 mmol, 2.00 eq.) under N2 with stirring overnight. The reaction mixture is filtered through Celite and then concentrated in vacuo. The crude product is then stirred with Dowex 50WX2-400 ion-exchange resin at 60° C. for 2 hours. The product is released from resin with 7N NH3/MeOH through a frit and the filtrate is concentrated in vacuo, yielding the final product... Reactants: ClC=1C=C(C=C(C1)Cl)CO (3,5-dichlorobenzenemethanol), BrCCCCCCOCCCC1=NC=C(C=C1)[N+](=O)[O-] (2-[3-[(6-bromohexyl)oxy]propyl]-5-nitropyridine), C(C)(C)N(C(C)C)CC (N,N-diisopropylethylamine), CN(C=O)C (dimethylformamide). Product: NC1=C(C=C(C=C1Cl)C(O)CNCCCCCCOCCCC1=NC=C(C=C1)[N+](=O)[O-])Cl (4-Amino-3,5-dichloro-α-[[[6-[3-(5-nitro-2-pyridinyl)propoxy]hexyl]amino]methyl]benzenemethanol). Reaction SMILES: [Cl:1][C:2]1[CH:3]=[C:4]([CH2:9][OH:10])[CH:5]=[C:6]([Cl:8])[CH:7]=1.Br[CH2:12][CH2:13][CH2:14][CH2:15][CH2:16][CH2:17][O:18][CH2:19][CH2:20][CH2:21][C:22]1[CH:27]=[CH:26][C:25]([N+:28]([O-:30])=[O:29])=[CH:24][N:23]=1.C([N:34]([CH2:38]C)C(C)C)(C)C.C[N:41](C)C=O>>[NH2:41][C:7]1[C:2]([Cl:1])=[CH:3][C:4]([CH:9]([CH2:38][NH:34][CH2:12][CH2:13][CH2:14][CH2:15][CH2:16][CH2:17][O:18][CH2:19][CH2:20][CH2:21][C:22]2[CH:27]=[CH:26][C:25]([N+:28]([O-:30])=[O:29])=[CH:24][N:23]=2)[OH:10])=[CH:5][C:6]=1[Cl:8]. Procedure details: A solution of 4-amino-α-aminomethyl)-3,5-dichlorobenzenemethanol (361 mg), 2-[3-[(6-bromohexyl)oxy]propyl]-5-nitropyridine (378 mg) and N,N-diisopropylethylamine (168 mg) in dimethylformamide (5 ml) was stirred at 100° for 3 h. The solvent was evaporated in vacuo to give an oil. Purification by FCC eluting with System A (95:5:1) gave the title compound as a yellow solid (250 mg), m.p. 60°-61°. Starting materials: C(C)(=O)C(C(=O)OCC)(CC1=CC=C(C=C1)OC(C)(C)C(C1=CC=CC=C1)=O)Cl (ethyl 2-acetyl-2-chloro-3-[4-(2-benzoyl-2-propyloxy)phenyl]propionate), [OH-].[Ba+2].[OH-] (barium hydroxide), CCOCC (ether). The solvent is C(C)O (ethanol). Yields the product ClC(C(=O)OCC)CC1=CC=C(C=C1)OC(C)(C)C(C1=CC=CC=C1)=O (ethyl 2-chloro-3-[4-(2-benzoyl-2-propyloxy)-phenyl]propionate). Reaction SMILES: C([C:4]([Cl:29])([CH2:10][C:11]1[CH:16]=[CH:15][C:14]([O:17][C:18]([C:21](=[O:28])[C:22]2[CH:27]=[CH:26][CH:25]=[CH:24][CH:23]=2)([CH3:20])[CH3:19])=[CH:13][CH:12]=1)[C:5]([O:7][CH2:8][CH3:9])=[O:6])(=O)C.[OH-].[Ba+2].[OH-].CCOCC>C(O)C>[Cl:29][CH:4]([CH2:10][C:11]1[CH:16]=[CH:15][C:14]([O:17][C:18]([C:21](=[O:28])[C:22]2[CH:27]=[CH:26][CH:25]=[CH:24][CH:23]=2)([CH3:19])[CH3:20])=[CH:13][CH:12]=1)[C:5]([O:7][CH2:8][CH3:9])=[O:6] |f:1.2.3|. Procedure: In 3 ml of absolute ethanol, 400 mg of ethyl 2-acetyl-2-chloro-3-[4-(2-benzoyl-2-propyloxy)phenyl]propionate is dissolved and with stirring under ice-cooling, 85 mg of barium hydroxide (dehydrated at 125° C for 8 hours under reduced pressure) is added. After 10 minutes stirring, ether is added and the insoluble material is filtered away. The ether layer is washed with water thoroughly, dried, and the evaporation of the solvent gives the oily product of ethyl 2-chloro-3-[4-(2-benzoyl-2-propyloxy)...